describe an organic reaction: reactants, conditions, products, and yield From a dataset of the Open Reaction Database (ORD), a public repository of structured organic reaction records. Starting materials: Cc1ccc(CNc2ccc3c(Br)cccc3n2)o1, CN1CCC(N)CC1, C1COCCO1. Product: Cc1ccc(CNc2ccc3c(NC4CCN(C)CC4)cccc3n2)o1. As a reaction SMILES: [Br:1][c:2]1[c:3]2[cH:4][cH:5][c:6]([NH:12][CH2:13][c:14]3[o:15][c:16]([CH3:19])[cH:17][cH:18]3)[n:7][c:8]2[cH:9][cH:10][cH:11]1.[NH2:20][CH:21]1[CH2:22][CH2:23][N:24]([CH3:27])[CH2:25][CH2:26]1.[O:28]1[CH2:29][CH2:30][O:31][CH2:32][CH2:33]1>>[c:2]1([NH:20][CH:21]2[CH2:22][CH2:23][N:24]([CH3:27])[CH2:25][CH2:26]2)[c:3]2[cH:4][cH:5][c:6]([NH:12][CH2:13][c:14]3[o:15][c:16]([CH3:19])[cH:17][cH:18]3)[n:7][c:8]2[cH:9][cH:10][cH:11]1. The product is C(=O)(O)CCC1=C(OCCCC(=O)O)C=CC=C1CCCCCCOC1=CC(=CC(=C1)C=1C=NC=NC1)OCC (4-[2-(2-carboxy-ethyl)-3-[6-(3-ethoxy-5-pyrimidin-5-yl-phenoxy)-hexyl]-phenoxy]-butyric acid). RXN SMILES: C([O:3][C:4](=[O:44])[CH2:5][CH2:6][CH2:7][O:8][C:9]1[CH:14]=[CH:13][CH:12]=[C:11]([CH2:15][CH2:16][CH2:17][CH2:18][CH2:19][CH2:20][O:21][C:22]2[CH:27]=[C:26]([C:28]3[CH:29]=[N:30][CH:31]=[N:32][CH:33]=3)[CH:25]=[C:24]([O:34][CH2:35][CH3:36])[CH:23]=2)[C:10]=1[CH2:37][CH2:38][C:39]([O:41]CC)=[O:40])C.[OH-].[Na+]>>[C:39]([CH2:38][CH2:37][C:10]1[C:11]([CH2:15][CH2:16][CH2:17][CH2:18][CH2:19][CH2:20][O:21][C:22]2[CH:27]=[C:26]([C:28]3[CH:29]=[N:30][CH:31]=[N:32][CH:33]=3)[CH:25]=[C:24]([O:34][CH2:35][CH3:36])[CH:23]=2)=[CH:12][CH:13]=[CH:14][C:9]=1[O:8][CH2:7][CH2:6][CH2:5][C:4]([OH:44])=[O:3])([OH:41])=[O:40] |f:1.2|. Isolated yield 88.0%. Reactants: C(C)OC(CCCOC1=C(C(=CC=C1)CCCCCCOC1=CC(=CC(=C1)C=1C=NC=NC1)OCC)CCC(=O)OCC)=O (4-[2-(2-ethoxycarbonyl-ethyl)-3-[6-(3-ethoxy-5-pyrimidin-5-yl-phenoxy)-hexyl]-phenoxy]-butyric acid ethyl ester), [OH-].[Na+] (sodium hydroxide). Procedure: A similar procedure as described in Example 43, step 5 was used, starting from 4-[2-(2-ethoxycarbonyl-ethyl)-3-[6-(3-ethoxy-5-pyrimidin-5-yl-phenoxy)-hexyl]-phenoxy]-butyric acid ethyl ester (76 mg, 0.13 mmol) and 1.0 N aqueous sodium hydroxide (1.3 mL) to afford 4-[2-(2-carboxy-ethyl)-3-[6-(3-ethoxy-5-pyrimidin-5-yl-phenoxy)-hexyl]-phenoxy]-butyric acid (63 mg, 92%) as a light brown solid: ES(+)-HRMS m/e calcd for C31H38N2O7 (M+H)+ 551.2752. found 551.2750. Reactants: CCNC(=O)c1cc(-c2cc(C=Cc3ccccc3)c(OCc3ccccc3)cc2OCc2ccccc2)on1, C1COCCO1. Product: CCNC(=O)c1cc(-c2cc(CCc3ccccc3)c(OCc3ccccc3)cc2OCc2ccccc2)on1. Reaction SMILES: [CH2:1]([CH3:2])[NH:3][C:4](=[O:5])[c:6]1[n:7][o:8][c:9](-[c:11]2[c:12]([O:33][CH2:34][c:35]3[cH:36][cH:37][cH:38][cH:39][cH:40]3)[cH:13][c:14]([O:25][CH2:26][c:27]3[cH:28][cH:29][cH:30][cH:31][cH:32]3)[c:15]([CH:17]=[CH:18][c:19]3[cH:20][cH:21][cH:22][cH:23][cH:24]3)[cH:16]2)[cH:10]1.[CH2:41]1[O:42][CH2:43][CH2:44][O:45][CH2:46]1>>[CH2:1]([CH3:2])[NH:3][C:4](=[O:5])[c:6]1[n:7][o:8][c:9](-[c:11]2[c:12]([O:33][CH2:34][c:35]3[cH:36][cH:37][cH:38][cH:39][cH:40]3)[cH:13][c:14]([O:25][CH2:26][c:27]3[cH:28][cH:29][cH:30][cH:31][cH:32]3)[c:15]([CH2:17][CH2:18][c:19]3[cH:20][cH:21][cH:22][cH:23][cH:24]3)[cH:16]2)[cH:10]1. The reactants are [N+](=O)([O-])C1=CC=C(C(=O)Cl)C=C1 (p-nitrobenzoyl chloride), N(C(C)(C)C(=O)N[C@@H](CC1=CC=CC=C1)C(=O)OC)C (H—NMeAib—Phe—OMe), Cl (HCl), TEA. Solvent: C(Cl)Cl (CH2Cl2). Reaction conditions: time 24 hour. Yields the product [N+](=O)([O-])C1=CC=C(C=C1)C(=O)N(C(C)(C)C(=O)N[C@@H](CC1=CC=CC=C1)C(=O)OC)C (p-NO2—C6H4—C(O)—NMeAib—Phe—OMe). The yield is 24.0%. RXN SMILES: [NH:1]([CH3:20])[C:2]([C:5]([NH:7][C@H:8]([C:16]([O:18][CH3:19])=[O:17])[CH2:9][C:10]1[CH:15]=[CH:14][CH:13]=[CH:12][CH:11]=1)=[O:6])([CH3:4])[CH3:3].Cl.[N+:22]([C:25]1[CH:33]=[CH:32][C:28]([C:29](Cl)=[O:30])=[CH:27][CH:26]=1)([O-:24])=[O:23]>C(Cl)Cl>[N+:22]([C:25]1[CH:33]=[CH:32][C:28]([C:29]([N:1]([CH3:20])[C:2]([C:5]([NH:7][C@H:8]([C:16]([O:18][CH3:19])=[O:17])[CH2:9][C:10]2[CH:15]=[CH:14][CH:13]=[CH:12][CH:11]=2)=[O:6])([CH3:3])[CH3:4])=[O:30])=[CH:27][CH:26]=1)([O-:24])=[O:23]. Procedure details: To a stirred solution of H—NMeAib—Phe—OMe, HCl salt (0.3 g, 1.0 mmol) in CH2Cl2 (3mL) was added TEA (0.28 mL, 2.0 mmol). After stirring for 5 min at room temperature p-nitrobenzoyl chloride (0.15 g, 1 mmol) was added. The resulting solution was stirred at room temperature for 24 h. The solvent was removed in vacuo and redissolved in ethyl acetate (30 mL). The ethyl acetate layer was washed with 1M HCl (3×10 mL) brine (10 mL), 10% aq. Na2CO3 (3×10 mL), brine (10 mL), and dried over Na2SO4. Evapor... Starting materials: C1CCOC1, C[Si](C)(C)[N-][Si](C)(C)C, CCOC(C)=O, Cl, CI, [Li+], N#CC1CCOCC1. The product is CC1(C#N)CCOCC1. RXN SMILES: [CH2:21]1[O:22][CH2:23][CH2:24][CH2:25]1.[CH3:10][Si:11]([N-:12][Si:13]([CH3:14])([CH3:15])[CH3:16])([CH3:17])[CH3:18].[CH3:27][CH2:28][O:29][C:30]([CH3:31])=[O:32].[ClH:26].[I:19][CH3:20].[Li+:9].[O:1]1[CH2:2][CH2:3][CH:4]([C:7]#[N:8])[CH2:5][CH2:6]1>>[O:1]1[CH2:2][CH2:3][C:4]([C:7]#[N:8])([CH3:10])[CH2:5][CH2:6]1. Starting materials: NC=1C=C(C(=CC1)OC)OC (4-aminoveratrole), ClC1=C2C(=NC(=N1)Cl)N(N=C2)C (4,6-dichloro-1-methyl-1H-pyrazolo[3,4-d]pyrimidine). Yields the product ClC1=NC(=C2C(=N1)N(N=C2)C)NC2=CC(=C(C=C2)OC)OC ((6-chloro-1-methyl-1H-pyrazolo[3,4-d]pyrimidin-4-yl)-(3,4-dimethoxy-phenyl)-amine). Reaction SMILES: [NH2:1][C:2]1[CH:3]=[C:4]([O:10][CH3:11])[C:5]([O:8][CH3:9])=[CH:6][CH:7]=1.Cl[C:13]1[N:18]=[C:17]([Cl:19])[N:16]=[C:15]2[N:20]([CH3:23])[N:21]=[CH:22][C:14]=12>>[Cl:19][C:17]1[N:16]=[C:15]2[N:20]([CH3:23])[N:21]=[CH:22][C:14]2=[C:13]([NH:1][C:2]2[CH:7]=[CH:6][C:5]([O:8][CH3:9])=[C:4]([O:10][CH3:11])[CH:3]=2)[N:18]=1. Procedure details: Reaction of 4-aminoveratrole with 4,6-dichloro-1-methyl-1H-pyrazolo[3,4-d]pyrimidine 5 by General Procedure B gave (6-chloro-1-methyl-1H-pyrazolo[3,4-d]pyrimidin-4-yl)-(3,4-dimethoxy-phenyl)-amine.